This data is from the Open Reaction Database (ORD), a public repository of structured organic reaction records. The task is: describe an organic reaction: reactants, conditions, products, and yield The reactants are Cl.FC1=C(N)C=CC(=C1)F (2,4-difluoroaniline hydrochloride), Cl.C(C1=CC=CC=C1)(=O)OC1=CC=C(C=C1)NN (4-benzoyloxyphenylhydrazine hydrochloride). The product is Cl.FC1=C(C=CC(=C1)F)NN (2,4-difluorophenylhydrazine hydrochloride). RXN SMILES: [ClH:1].[F:2][C:3]1[CH:9]=[C:8]([F:10])[CH:7]=[CH:6][C:4]=1[NH2:5].Cl.C(OC1C=CC([NH:27]N)=CC=1)(=O)C1C=CC=CC=1>>[ClH:1].[F:2][C:3]1[CH:9]=[C:8]([F:10])[CH:7]=[CH:6][C:4]=1[NH:5][NH2:27] |f:0.1,2.3,4.5|. Procedure details: The 2,4-difluorophenylhydrazine hydrochloride (m.p. 244°-246° C.) was prepared from 2,4-difluoroaniline hydrochloride using a procedure similar to that described in Example 5 for the preparation of 4-benzoyloxyphenylhydrazine hydrochloride. Starting materials: CC(C)(C)n1ncc(O)c(Cl)c1=O, CCOCC(CC)Oc1ccc(CBr)cc1. Product: CCOCC(CC)Oc1ccc(COc2cnn(C(C)(C)C)c(=O)c2Cl)cc1. Reaction SMILES: [C:1]([CH3:2])([CH3:3])([CH3:4])[n:5]1[n:6][cH:7][c:8]([OH:13])[c:9]([Cl:12])[c:10]1=[O:11].[CH2:14]([CH3:15])[O:16][CH2:17][CH:18]([O:19][c:20]1[cH:21][cH:22][c:23]([CH2:24][Br:25])[cH:26][cH:27]1)[CH2:28][CH3:29]>>[C:1]([CH3:2])([CH3:3])([CH3:4])[n:5]1[n:6][cH:7][c:8]([O:13][CH2:24][c:23]2[cH:22][cH:21][c:20]([O:19][CH:18]([CH2:17][O:16][CH2:14][CH3:15])[CH2:28][CH3:29])[cH:27][cH:26]2)[c:9]([Cl:12])[c:10]1=[O:11]. Reactants: CCOC(=O)CN(C)C1CCCN(C(=O)c2ccc(NC(=O)c3ccccc3C)cc2)c2ccccc21, CO, N. Product: Cc1ccccc1C(=O)Nc1ccc(C(=O)N2CCCC(N(C)CC(N)=O)c3ccccc32)cc1. As a reaction SMILES: [CH3:1][N:2]([CH2:3][C:4](=[O:5])[O:6][CH2:7][CH3:8])[CH:9]1[CH2:10][CH2:11][CH2:12][N:13]([C:20]([c:21]2[cH:22][cH:23][c:24]([NH:27][C:28]([c:29]3[c:30]([CH3:35])[cH:31][cH:32][cH:33][cH:34]3)=[O:36])[cH:25][cH:26]2)=[O:37])[c:14]2[c:15]1[cH:16][cH:17][cH:18][cH:19]2.[CH3:39][OH:40].[NH3:38]>>[CH3:1][N:2]([CH2:3][C:4](=[O:5])[NH2:38])[CH:9]1[CH2:10][CH2:11][CH2:12][N:13]([C:20]([c:21]2[cH:22][cH:23][c:24]([NH:27][C:28]([c:29]3[c:30]([CH3:35])[cH:31][cH:32][cH:33][cH:34]3)=[O:36])[cH:25][cH:26]2)=[O:37])[c:14]2[c:15]1[cH:16][cH:17][cH:18][cH:19]2. As a reaction SMILES: [C:1]([CH3:2])([CH3:3])([CH3:4])[O:5][C:6]([CH:7]([NH:8][CH:9]([CH2:10][S:11][CH2:12][CH:13]([CH2:14][c:15]1[cH:16][cH:17][cH:18][cH:19][cH:20]1)[NH:21][C:22](=[O:23])[O:24][CH2:25][c:26]1[cH:27][cH:28][cH:29][cH:30][cH:31]1)[C:32](=[O:33])[O:34][CH2:35][CH3:36])[CH3:37])=[O:38].[CH3:46][O:47][c:48]1[cH:49][cH:50][cH:51][cH:52][cH:53]1.[F:39][C:40]([F:41])([F:42])[C:43]([OH:44])=[O:45]>>[O:5]=[C:6]([CH:7]([NH:8][CH:9]([CH2:10][S:11][CH2:12][CH:13]([CH2:14][c:15]1[cH:16][cH:17][cH:18][cH:19][cH:20]1)[NH:21][C:22](=[O:23])[O:24][CH2:25][c:26]1[cH:27][cH:28][cH:29][cH:30][cH:31]1)[C:32](=[O:33])[O:34][CH2:35][CH3:36])[CH3:37])[OH:38]. The product is CCOC(=O)C(CSCC(Cc1ccccc1)NC(=O)OCc1ccccc1)NC(C)C(=O)O. Reactants: CCOC(=O)C(CSCC(Cc1ccccc1)NC(=O)OCc1ccccc1)NC(C)C(=O)OC(C)(C)C, COc1ccccc1, O=C(O)C(F)(F)F. Reactants: O=C1N(C(c2ccccc2)c2ccccc2)c2cccc(Cl)c2C1(O)c1cc2c(cc1O)OCC2, COc1ccc2c(c1OC)C(O)(c1cc3c(cc1O)OCCO3)C(=O)N2Cc1ccc(C(F)(F)F)o1. The product is COc1ccc2c(c1OC)C(c1cc3c(cc1O)OCCO3)C(=O)N2Cc1ccc(C(F)(F)F)o1. RXN SMILES: [Cl:37][c:38]1[cH:39][cH:40][cH:41][c:42]2[c:43]1[C:44]([OH:45])([c:46]1[c:47]([OH:48])[cH:49][c:50]3[c:54]([cH:55]1)[CH2:53][CH2:52][O:51]3)[C:56](=[O:57])[N:58]2[CH:59]([c:60]1[cH:61][cH:62][cH:63][cH:64][cH:65]1)[c:66]1[cH:67][cH:68][cH:69][cH:70][cH:71]1.[OH:1][C:2]1([c:26]2[cH:27][c:28]3[c:29]([cH:34][c:35]2[OH:36])[O:30][CH2:31][CH2:32][O:33]3)[C:3](=[O:25])[N:4]([CH2:15][c:16]2[o:17][c:18]([C:21]([F:22])([F:23])[F:24])[cH:19][cH:20]2)[c:5]2[cH:6][cH:7][c:8]([O:13][CH3:14])[c:9]([O:11][CH3:12])[c:10]21>>[CH:2]1([c:26]2[cH:27][c:28]3[c:29]([cH:34][c:35]2[OH:36])[O:30][CH2:31][CH2:32][O:33]3)[C:3](=[O:25])[N:4]([CH2:15][c:16]2[o:17][c:18]([C:21]([F:22])([F:23])[F:24])[cH:19][cH:20]2)[c:5]2[cH:6][cH:7][c:8]([O:13][CH3:14])[c:9]([O:11][CH3:12])[c:10]21.